Dataset: the Open Reaction Database (ORD), a public repository of structured organic reaction records. Task: describe an organic reaction: reactants, conditions, products, and yield Starting materials: COC1=CC=2CC[C@H]3[C@@H]4CCC([C@]4(C)CC[C@@H]3C2C=C1)=NNS(=O)(=O)C1=CC=C(C)C=C1 (3-methoxy-17-tosylhydrazono-13α-estra-1,3,5(10)-triene), C(CCC)[Li] (n-butyllithium), [Cl-].[NH4+] (ammonium chloride). The solvent is CCCCCC (hexane), COC(C)(C)C (methyl-tert-butylether). Run at time 1 hour. Yields the product COC1=CC=2CC[C@H]3[C@@H]4CC=C[C@]4(C)CC[C@@H]3C2C=C1 (3-methoxy-13α-estra-1,3,5(10),16-tetraene). Isolated yield 56.2%. RXN SMILES: [CH3:1][O:2][C:3]1[CH:20]=[CH:19][C:18]2[C@@H:17]3[C@H:8]([C@H:9]4[C@:13]([CH2:15][CH2:16]3)([CH3:14])[C:12](=NNS(C3C=CC(C)=CC=3)(=O)=O)[CH2:11][CH2:10]4)[CH2:7][CH2:6][C:5]=2[CH:4]=1.C([Li])CCC.[Cl-].[NH4+]>COC(C)(C)C.CCCCCC>[CH3:1][O:2][C:3]1[CH:20]=[CH:19][C:18]2[C@@H:17]3[C@H:8]([C@H:9]4[C@:13]([CH2:15][CH2:16]3)([CH3:14])[CH:12]=[CH:11][CH2:10]4)[CH2:7][CH2:6][C:5]=2[CH:4]=1 |f:2.3|. Procedure: 2.43 g (5.37 mmol) of 3-methoxy-17-tosylhydrazono-13α-estra-1,3,5(10)-triene is suspended in 20 ml of anhydrous methyl-tert-butylether. 1.61 ml of a 10 M n-butyllithium solution in hexane is slowly added in drops to this suspension. It is stirred for 1 hour at room temperature. While being cooled, 50 ml of saturated ammonium chloride solution is added in drops. After the organic phase is separated, it is extracted with ethyl acetate. The combined organic phases are washed with water and saturate... Starting materials: C(C)OC(C)=O (ethylacetate), NC=1C=CC=C2CC[C@H](CC12)O ((R)-8-amino-1,2,3,4-tetrahydro-naphthalen-2-ol), N1=CC=CC=C1 (pyridine), ClC(=O)OC1=CC=CC=C1 (phenyl chloroformate). Run in C1CCOC1 (THF). Reaction conditions: time 3 hour. Yields the product C1(=CC=CC=C1)OC(NC1=CC=CC=2CC[C@H](CC12)O)=O ({(R)-7-Hydroxy-5,6,7,8-tetrahydro-naphthalen-1-yl}carbamic acid phenyl ester). RXN SMILES: [NH2:1][C:2]1[CH:3]=[CH:4][CH:5]=[C:6]2[C:11]=1[CH2:10][C@H:9]([OH:12])[CH2:8][CH2:7]2.N1C=CC=CC=1.Cl[C:20]([O:22][C:23]1[CH:28]=[CH:27][CH:26]=[CH:25][CH:24]=1)=[O:21].C(OC(=O)C)C>C1COCC1>[C:23]1([O:22][C:20](=[O:21])[NH:1][C:2]2[C:11]3[CH2:10][C@H:9]([OH:12])[CH2:8][CH2:7][C:6]=3[CH:5]=[CH:4][CH:3]=2)[CH:28]=[CH:27][CH:26]=[CH:25][CH:24]=1. Procedure: Next, a solution of (R)-8-amino-1,2,3,4-tetrahydro-naphthalen-2-ol -(36.2 g) and pyridine (18.8 ml) in THF (850 ml) cooled at 0° C. was added phenyl chloroformate (28.8 ml). The mixture was stirred for 3 hours at room temperature, and then poured into ethylacetate. The mixture was washed with aqueous NH4Cl then with water, and the organic layer was dried over Na2SO4, filtered, and concentrated under reduced pressure. To the obtained residue was added acetonitrile, and the precipitates were colle... As a reaction SMILES: [CH2:21]=[O:22].[CH3:1][O:2][c:3]1[cH:4][cH:5][c:6](-[c:9]2[nH:10][cH:11][c:12](-[c:14]3[c:15]([NH2:20])[cH:16][cH:17][cH:18][cH:19]3)[n:13]2)[cH:7][cH:8]1.[CH3:23][C:24](=[O:25])[OH:26].[CH3:27][CH2:28][O:29][C:30](=[O:31])[CH3:32]>>[CH3:1][O:2][c:3]1[cH:4][cH:5][c:6](-[c:9]2[n:10][cH:11][c:12]3[n:13]2[CH2:21][NH:20][c:15]2[c:14]-3[cH:19][cH:18][cH:17][cH:16]2)[cH:7][cH:8]1. Yields the product COc1ccc(-c2ncc3n2CNc2ccccc2-3)cc1. Starting materials: C=O, COc1ccc(-c2nc(-c3ccccc3N)c[nH]2)cc1, CC(=O)O, CCOC(C)=O. Reactants: N1([C@H](C(=O)O)CCC1)C(=O)OCC1=CC=CC=C1 (Z-Pro), ON1C(CCC1=O)=O (N-Hydroxysuccinimide), C1(CCCCC1)N=C=NC1CCCCC1 (dicyclohexylcarbodiimide). The solvent is O1CCOCC1 (dioxane). Run at time 8 hour. The product is N1([C@H](C(=O)ON2C(=O)CCC2=O)CCC1)C(=O)OCC1=CC=CC=C1 (Z-Pro-OSu). RXN SMILES: [N:1]1([C:9]([O:11][CH2:12][C:13]2[CH:18]=[CH:17][CH:16]=[CH:15][CH:14]=2)=[O:10])[CH2:8][CH2:7][CH2:6][C@H:2]1[C:3]([OH:5])=[O:4].O[N:20]1[C:24](=[O:25])[CH2:23][CH2:22][C:21]1=[O:26].C1(N=C=NC2CCCCC2)CCCCC1>O1CCOCC1>[N:1]1([C:9]([O:11][CH2:12][C:13]2[CH:14]=[CH:15][CH:16]=[CH:17][CH:18]=2)=[O:10])[CH2:8][CH2:7][CH2:6][C@H:2]1[C:3]([O:5][N:20]1[C:24](=[O:25])[CH2:23][CH2:22][C:21]1=[O:26])=[O:4]. Procedure: Z-Pro (7.5 gm, 0.03 mole) and N-Hydroxysuccinimide (3.45 gm, 0.03 mole) were dissolved in cold dioxane and dicyclohexylcarbodiimide (DCC) (6.18 gm, 0.03 mole) was added with rapid stirring. The mixture was stirred overnight at room temperature and the next day the solid dicyclohexylurea (DCU) was filtered off. The solvent was removed and the oil was recrystallized from isopropyl alcohol. Crystals of Z-Pro-OSu formed with scratching. Yield 8.4 gm. Melting point 86.5°-87.5° C. Starting materials: NC1=CC=NS1 (5-amino-isothiazole), COC1=C(C(=O)Cl)C(=CC=C1)OC (2,6-dimethoxybenzoyl chloride). The solvent is C1(=CC=CC=C1)C (toluene). Product: CC(C)(C)C1=NSC(=C1)NC(C1=C(C=CC=C1OC)OC)=O (N-[3-(1,1-dimethylethyl)-5-isothiazolyl]-2,6-dimethoxybenzamide). Yield: 30.0%. RXN SMILES: [NH2:1][C:2]1[S:6][N:5]=[CH:4][CH:3]=1.[CH3:7][O:8][C:9]1[CH:17]=[CH:16][CH:15]=[C:14]([O:18][CH3:19])[C:10]=1[C:11](Cl)=[O:12]>C1(C)C=CC=CC=1>[CH3:9][C:10]([C:4]1[CH:3]=[C:2]([NH:1][C:11](=[O:12])[C:10]2[C:9]([O:8][CH3:7])=[CH:17][CH:16]=[CH:15][C:14]=2[O:18][CH3:19])[S:6][N:5]=1)([CH3:14])[CH3:11]. Procedure details: A solution of the 5-amino-isothiazole and 1.1 g of 2,6-dimethoxybenzoyl chloride in 50 ml of toluene was heated at reflux for two hours, during which time a precipitate formed. The precipitate was collected by filtration and dried to give 340 mg of N-[3-(1,1-dimethylethyl)-5-isothiazolyl]-2,6-dimethoxybenzamide. Starting materials: FC1=CC=C(C=C1)CCC(=O)C1=CC(=C(N1)C)C (5-[3-(4-fluorophenyl)propionyl]-2,3-dimethylpyrrole), C1(CC1)CBr (cyclopropylmethyl bromide). Product: C1(CC1)CN1C(=C(C=C1C(CCC1=CC=C(C=C1)F)=O)C)C (1-Cyclopropylmethyl-5-[3-(4-fluorophenyl)propionyl]-2,3-dimethylpyrrole). Isolated yield 64.8%. RXN SMILES: [F:1][C:2]1[CH:7]=[CH:6][C:5]([CH2:8][CH2:9][C:10]([C:12]2[NH:16][C:15]([CH3:17])=[C:14]([CH3:18])[CH:13]=2)=[O:11])=[CH:4][CH:3]=1.[CH:19]1([CH2:22]Br)[CH2:21][CH2:20]1>>[CH:19]1([CH2:22][N:16]2[C:12]([C:10](=[O:11])[CH2:9][CH2:8][C:5]3[CH:4]=[CH:3][C:2]([F:1])=[CH:7][CH:6]=3)=[CH:13][C:14]([CH3:18])=[C:15]2[CH3:17])[CH2:21][CH2:20]1. Reported procedure: The title compound was prepared as a pale yellow oil in 64.8% yield in a similar procedure to that described in Referential Example 97 by using 5-[3-(4-fluorophenyl)propionyl]-2,3-dimethylpyrrole and cyclopropylmethyl bromide. The reactants are CC1(C(C2=C(C(=C(C=C2C1)OCC=C)Cl)Cl)=O)C1=CC=CC=C1 (2-methyl-2-phenyl-5-allyloxy-6,7-dichloro-1-indanone), C(C)N(C1=CC=CC=C1)CC (N,N-diethylaniline), Cl (hydrochloric acid). Product: CC1(C(C2=C(C(=C(C(=C2C1)CC=C)O)Cl)Cl)=O)C1=CC=CC=C1 (2-methyl-2-phenyl-4-allyl-5-hydroxy-6,7-dichloro-1-indanone). RXN SMILES: [CH3:1][C:2]1([C:18]2[CH:23]=[CH:22][CH:21]=[CH:20][CH:19]=2)[CH2:10][C:9]2[C:4](=[C:5]([Cl:16])[C:6]([Cl:15])=[C:7]([O:11]CC=C)[CH:8]=2)[C:3]1=[O:17].Cl.C(N(CC)[C:28]1[CH:33]=CC=C[CH:29]=1)C>>[CH3:1][C:2]1([C:18]2[CH:23]=[CH:22][CH:21]=[CH:20][CH:19]=2)[CH2:10][C:9]2[C:4](=[C:5]([Cl:16])[C:6]([Cl:15])=[C:7]([OH:11])[C:8]=2[CH2:33][CH:28]=[CH2:29])[C:3]1=[O:17]. Procedure: A mixture of 2-methyl-2-phenyl-5-allyloxy-6,7-dichloro-1-indanone (12.5 g., 0.036 mole) in N,N-diethylaniline (120 ml.) is refluxed for one and one-half hours then poured into excess cold dilute hydrochloric acid. The product is extracted into ether, washed with water and dried over anhydrous magnesium sulfate. Evaporation of the ether affords 2-methyl-2-phenyl-4-allyl-5-hydroxy-6,7-dichloro-1-indanone which melts at 125°C. after crystallization from butyl chloride. Reactants: [Al+3], CC(C)C(=O)Cl, COC(=O)c1ccc[nH]1, [Cl-], [Cl-], [Cl-], ClCCl, O. RXN SMILES: [Al+3:8].[C:1]([CH:2]([CH3:3])[CH3:4])(=[O:5])[Cl:6].[CH3:11][O:12][C:13](=[O:14])[c:15]1[nH:16][cH:17][cH:18][cH:19]1.[Cl-:10].[Cl-:7].[Cl-:9].[Cl:21][CH2:22][Cl:23].[OH2:20]>>[C:1]([CH:2]([CH3:3])[CH3:4])(=[O:5])[c:18]1[cH:17][nH:16][c:15]([C:13]([O:12][CH3:11])=[O:14])[cH:19]1. Yields the product COC(=O)c1cc(C(=O)C(C)C)c[nH]1.